This data is from the Open Reaction Database (ORD), a public repository of structured organic reaction records. The task is: describe an organic reaction: reactants, conditions, products, and yield Reactants: O=C([O-])[O-], CC#N, COC(=O)c1cncc(C(Cl)c2cccc(OCc3ccc4ccc(Cl)cc4n3)c2)c1, [Cs+], [Cs+], CN(C)C(=O)CCS. The product is COC(=O)c1cncc(C(SCCC(=O)N(C)C)c2cccc(OCc3ccc4ccc(Cl)cc4n3)c2)c1. RXN SMILES: [C:40](=[O:41])([O-:42])[O-:43].[CH3:46][C:47]#[N:48].[Cl:1][c:2]1[cH:3][cH:4][c:5]2[cH:6][cH:7][c:8]([CH2:12][O:13][c:14]3[cH:15][c:16]([CH:20]([c:21]4[cH:22][c:23]([C:27](=[O:28])[O:29][CH3:30])[cH:24][n:25][cH:26]4)[Cl:31])[cH:17][cH:18][cH:19]3)[n:9][c:10]2[cH:11]1.[Cs+:44].[Cs+:45].[SH:32][CH2:33][CH2:34][C:35](=[O:36])[N:37]([CH3:38])[CH3:39]>>[Cl:1][c:2]1[cH:3][cH:4][c:5]2[cH:6][cH:7][c:8]([CH2:12][O:13][c:14]3[cH:15][c:16]([CH:20]([c:21]4[cH:22][c:23]([C:27](=[O:28])[O:29][CH3:30])[cH:24][n:25][cH:26]4)[S:32][CH2:33][CH2:34][C:35](=[O:36])[N:37]([CH3:38])[CH3:39])[cH:17][cH:18][cH:19]3)[n:9][c:10]2[cH:11]1. The reactants are CC1(N=NN=N1)C (dimethyltetrazole), C(=O)=O.CC(=O)C (dry ice acetone), C(CCC)[Li] (n-butyllithium), CN1N=NN=C1C (1,5-dimethyltetrazole), ClC(=O)OCC (ethyl chloroformate). Run in O1CCCC1 (tetrahydrofuran), CN(P(=O)(N(C)C)N(C)C)C (hexamethylphosphoramide), Cl (HCl), O1CCCC1 (tetrahydrofuran). Run at time 40 minute. Product: CN1N=NN=C1CC(=O)OCC (Ethyl 1-Methyl-5-tetrazolylacetate). RXN SMILES: CC1(C)N=NN=N1.C(=O)=O.CC(C)=O.C([Li])CCC.[CH3:20][N:21]1[C:25]([CH3:26])=[N:24][N:23]=[N:22]1.Cl[C:28]([O:30][CH2:31][CH3:32])=[O:29]>O1CCCC1.CN(C)P(N(C)C)(N(C)C)=O.Cl>[CH3:20][N:21]1[C:25]([CH2:26][C:28]([O:30][CH2:31][CH3:32])=[O:29])=[N:24][N:23]=[N:22]1 |f:1.2|. Procedure: To a solution of 1,5-=dimethyltetrazole (10 g) in 100 mL of dry tetrahydrofuran and 20 mL of hexamethylphosphoramide at -78° C. (dry ice-acetone) under an argon atmosphere was added dropwise 50 mL (1.2 equivalent) of n-butyllithium (2.5M in hexane). The deprotonation of 1,5-dimethyltetrazole was allowed to proceed at -78° C. for 40 minutes, then at -20° C. for 30 minutes. The anion solution was rechilled to -78° C. and transferred via a cannula over a period of 45 minutes into a cold (-78° C.) s... The reactants are CC1=C2C(N(C(=NC2=CC=C1)C(CC)NC1=C2N=CNC2=NC=N1)C1=CC=CC=C1)=O (5-methyl-3-phenyl-2-[1-(9H-purin-6-ylamino)-propyl]-3H-quinazolin-4-one), O=C1N(C(CC1)=O)OC(C(COC(C)(C)C)NC(=O)OCC1=CC=CC=C1)=O (2-benzyloxycarbonylamino-3-tert-butoxy-propionic acid 2,5-dioxo-pyrrolidin-1-yl ester), O=C1N(C(CC1)=O)OC(C(CC)NC(=O)OCC1=CC=CC=C1)=O (2-benzyloxycarbonylaminobutyric acid 2,5-dioxo-pyrrolidin-1-yl ester), NC1=C(C(=O)O)C(=CC=C1)Cl (2-amino-6-chlorobenzoic acid), NC1=C(C(=O)O)C(=CC=C1)C (2-amino-6-methylbenzoic acid). Yields the product C(C)(C)(C)OCC(NC1=C2N=CNC2=NC=N1)C1=NC2=CC=CC=C2C(N1C1=CC=CC=C1)=O (2-[2-tert-butoxy-1-(9H-purin-6-ylamino)-ethyl]-3-phenyl-3H-quinazolin-4-one). RXN SMILES: C[C:2]1[CH:11]=[CH:10][CH:9]=[C:8]2[C:3]=1[C:4](=[O:31])[N:5]([C:25]1[CH:30]=[CH:29][CH:28]=[CH:27][CH:26]=1)[C:6]([CH:12]([NH:15][C:16]1[N:24]=[CH:23][N:22]=[C:21]3[C:17]=1[N:18]=[CH:19][NH:20]3)CC)=[N:7]2.NC1C=CC=C(Cl)C=1C(O)=O.NC1C=CC=C(C)C=1C(O)=O.O=C1CCC(=O)N1OC(=O)C(NC(OCC1C=CC=CC=1)=O)[CH2:64][O:65][C:66]([CH3:69])([CH3:68])[CH3:67].O=C1CCC(=O)N1OC(=O)C(NC(OCC1C=CC=CC=1)=O)CC>>[C:66]([O:65][CH2:64][CH:12]([C:6]1[N:5]([C:25]2[CH:30]=[CH:29][CH:28]=[CH:27][CH:26]=2)[C:4](=[O:31])[C:3]2[C:8](=[CH:9][CH:10]=[CH:11][CH:2]=2)[N:7]=1)[NH:15][C:16]1[N:24]=[CH:23][N:22]=[C:21]2[C:17]=1[N:18]=[CH:19][NH:20]2)([CH3:69])([CH3:68])[CH3:67]. Procedure details: 2-[2-tert-butoxy-1-(9H-purin-6-ylamino)-ethyl]-3-phenyl-3H-quinazolin-4-one was prepared using the general procedure described above with respect to compound 14, but 2-amino-6-chlorobenzoic acid was substituted for 2-amino-6-methylbenzoic acid in step A, 2-benzyloxycarbonylamino-3-tert-butoxy-propionic acid 2,5-dioxo-pyrrolidin-1-yl ester was substituted for 2-benzyloxycarbonylaminobutyric acid 2,5-dioxo-pyrrolidin-1-yl ester in step B, and the conditions used in step C removed both the benzyl p... The reactants are [BH4-], CC(C)(C)c1ccc(CN)cc1, CO, Cl, [Na+], O=CCC1CCSCC1. The product is CC(C)(C)c1ccc(CNCCC2CCSCC2)cc1. As a reaction SMILES: [BH4-:22].[C:1]([CH3:2])([CH3:3])([CH3:4])[c:5]1[cH:6][cH:7][c:8]([CH2:9][NH2:10])[cH:11][cH:12]1.[CH3:25][OH:26].[ClH:24].[Na+:23].[S:13]1[CH2:14][CH2:15][CH:16]([CH2:19][CH:20]=[O:21])[CH2:17][CH2:18]1>>[C:1]([CH3:2])([CH3:3])([CH3:4])[c:5]1[cH:6][cH:7][c:8]([CH2:9][NH:10][CH2:20][CH2:19][CH:16]2[CH2:15][CH2:14][S:13][CH2:18][CH2:17]2)[cH:11][cH:12]1. The reactants are ClC1=C(C=O)C=CC(=C1CCC)OCC1=CC=CC=C1 (2-chloro-3-propyl-4-benzyloxybenzaldehyde), C[S-].[Na+] (sodium methanethiolate). Run in CN(C)C=O (DMF). Run at temperature 50 celsius, time 3 hour. The product is CSC1=C(C=O)C=CC(=C1CCC)OCC1=CC=CC=C1 (2-methylthio-3-propyl-4-benzyloxybenzaldehyde). As a reaction SMILES: Cl[C:2]1[C:9]([CH2:10][CH2:11][CH3:12])=[C:8]([O:13][CH2:14][C:15]2[CH:20]=[CH:19][CH:18]=[CH:17][CH:16]=2)[CH:7]=[CH:6][C:3]=1[CH:4]=[O:5].[CH3:21][S-:22].[Na+]>CN(C=O)C>[CH3:21][S:22][C:2]1[C:9]([CH2:10][CH2:11][CH3:12])=[C:8]([O:13][CH2:14][C:15]2[CH:20]=[CH:19][CH:18]=[CH:17][CH:16]=2)[CH:7]=[CH:6][C:3]=1[CH:4]=[O:5] |f:1.2|. Reported procedure: A solution of 2-chloro-3-propyl-4-benzyloxybenzaldehyde (Step C; 0.683 grams) in dry DMF (7 mL) was treated with sodium methanethiolate (0.166 grams). The solution was stirred at 50° C. for 3 hours. The reaction mixture was partitioned between isopropyl acetate and pH 7 buffer. The organic was washed 3 times with water, then dried over magnesium sulfate. Filtration and concentration afforded an oil which was chromatographed over silica gel to afford the title compound. Starting materials: C, CCN1CCN(c2nc(-c3ccc(OCc4ccccc4)c(F)c3)cc3ccccc23)CC1, CO, Cl, [Pd]. The product is CCN1CCN(c2nc(-c3ccc(O)c(F)c3)cc3ccccc23)CC1. Reaction SMILES: [C:37].[CH2:1]([CH3:2])[N:3]1[CH2:4][CH2:5][N:6]([c:9]2[n:10][c:11](-[c:19]3[cH:20][c:21]([F:33])[c:22]([O:25][CH2:26][c:27]4[cH:28][cH:29][cH:30][cH:31][cH:32]4)[cH:23][cH:24]3)[cH:12][c:13]3[cH:14][cH:15][cH:16][cH:17][c:18]23)[CH2:7][CH2:8]1.[CH3:35][OH:36].[ClH:34].[Pd:38]>>[CH2:1]([CH3:2])[N:3]1[CH2:4][CH2:5][N:6]([c:9]2[n:10][c:11](-[c:19]3[cH:20][c:21]([F:33])[c:22]([OH:25])[cH:23][cH:24]3)[cH:12][c:13]3[cH:14][cH:15][cH:16][cH:17][c:18]23)[CH2:7][CH2:8]1. Reactants: COc1ccc(B(O)O)c(C)c1, CN(C)C=O, [K+], [K+], [K+], Cc1nc(-c2cnn(C)c2Br)c2c(N3CCC3)ncnn12, O, O, O, O=P([O-])([O-])[O-], c1ccc(P(c2ccccc2)(c2ccccc2)[Pd](P(c2ccccc2)(c2ccccc2)c2ccccc2)(P(c2ccccc2)(c2ccccc2)c2ccccc2)P(c2ccccc2)(c2ccccc2)c2ccccc2)cc1. Product: COc1ccc(-c2c(-c3nc(C)n4ncnc(N5CCC5)c34)cnn2C)c(C)c1. As a reaction SMILES: [CH3:22][O:23][c:24]1[cH:25][c:26]([CH3:33])[c:27]([B:30]([OH:31])[OH:32])[cH:28][cH:29]1.[CH3:44][N:45]([CH3:46])[CH:47]=[O:48].[K+:41].[K+:42].[K+:43].[N:1]1([c:5]2[n:6][cH:7][n:8][n:9]3[c:10]2[c:11](-[c:15]2[cH:16][n:17][n:18]([CH3:21])[c:19]2[Br:20])[n:12][c:13]3[CH3:14])[CH2:2][CH2:3][CH2:4]1.[OH2:126].[OH2:34].[OH2:35].[P:36]([O-:37])([O-:38])([O-:39])=[O:40].[cH:49]1[cH:50][cH:51][c:52]([P:53]([Pd:54]([P:55]([c:56]2[cH:57][cH:58][cH:59][cH:60][cH:61]2)([c:62]2[cH:63][cH:64][cH:65][cH:66][cH:67]2)[c:68]2[cH:69][cH:70][cH:71][cH:72][cH:73]2)([P:74]([c:75]2[cH:76][cH:77][cH:78][cH:79][cH:80]2)([c:81]2[cH:82][cH:83][cH:84][cH:85][cH:86]2)[c:87]2[cH:88][cH:89][cH:90][cH:91][cH:92]2)[P:93]([c:94]2[cH:95][cH:96][cH:97][cH:98][cH:99]2)([c:100]2[cH:101][cH:102][cH:103][cH:104][cH:105]2)[c:106]2[cH:107][cH:108][cH:109][cH:110][cH:111]2)([c:112]2[cH:113][cH:114][cH:115][cH:116][cH:117]2)[c:118]2[cH:119][cH:120][cH:121][cH:122][cH:123]2)[cH:124][cH:125]1>>[N:1]1([c:5]2[n:6][cH:7][n:8][n:9]3[c:10]2[c:11](-[c:15]2[cH:16][n:17][n:18]([CH3:21])[c:19]2-[c:27]2[c:26]([CH3:33])[cH:25][c:24]([O:23][CH3:22])[cH:29][cH:28]2)[n:12][c:13]3[CH3:14])[CH2:2][CH2:3][CH2:4]1.